This data is from the Open Reaction Database (ORD), a public repository of structured organic reaction records. The task is: describe an organic reaction: reactants, conditions, products, and yield The reactants are FC1=C(C(=O)Cl)C=CC=N1 (2-fluoronicotinoyl chloride), C(C)#N (acetonitrile), C(C)(C)N(CC)C(C)C (diisopropylethylamine), N1=C(C=CC=C1)C(N)=N (picolinimidamide). Reaction conditions: temperature 90 celsius, time 27 hour. The product is N1=C(C=CC=C1)C=1N=C(C2=C(N1)N=CC=C2)O (2-(Pyridin-2-yl)pyrido[2,3-d]pyrimidin-4-ol). Reaction SMILES: F[C:2]1[N:10]=[CH:9][CH:8]=[CH:7][C:3]=1[C:4](Cl)=[O:5].C(#N)C.C(N(C(C)C)CC)(C)C.[N:23]1[CH:28]=[CH:27][CH:26]=[CH:25][C:24]=1[C:29](=[NH:31])[NH2:30]>>[N:23]1[CH:28]=[CH:27][CH:26]=[CH:25][C:24]=1[C:29]1[N:30]=[C:4]([OH:5])[C:3]2[CH:7]=[CH:8][CH:9]=[N:10][C:2]=2[N:31]=1. Reported procedure: To a stirred solution of 2-fluoro-3-pyridinecarboxylic acid (6.3 g, 44.6 mmol) in DCM (112 mL) was added thionyl chloride (15.0 mL, 205 mmol). The reaction was heated to 40° C. and stirring continued for 3.5 h. After which, the reaction mixture was concentrated in vacuo to provide 2-fluoronicotinoyl chloride as a yellow solid. The product was taken on crude to the next step. To a stirred solution of 2-fluoronicotinoyl chloride (6.3 g, 39.5 mmol) in acetonitrile (197 mL, 39.5 mmol) was added diis... Reagents/catalysts: [Pd] (Pd/C). As a reaction SMILES: [CH3:1][O:2][C:3]1[CH:4]=[CH:5][C:6]2[CH2:7][C@H:8]3[N:19]([CH3:20])[CH2:18][CH2:17][C@@:14]4([C:15]=2[CH:16]=1)[C@H:9]3[CH:10]=[CH:11][C:12](=[O:21])[CH2:13]4>C(O)C.[Pd]>[CH3:1][O:2][C:3]1[CH:4]=[CH:5][C:6]2[CH2:7][C@H:8]3[N:19]([CH3:20])[CH2:18][CH2:17][C@@:14]4([C:15]=2[CH:16]=1)[C@H:9]3[CH2:10][CH2:11][C:12](=[O:21])[CH2:13]4. Yields the product COC=1C=CC=2C[C@@H]3[C@@H]4CCC(C[C@@]4(C2C1)CCN3C)=O (3-Methoxy-17-methylmorphinan-6-one). Reactants: COC=1C=CC=2C[C@@H]3[C@@H]4C=CC(C[C@@]4(C2C1)CCN3C)=O (7,8-didehydro-3-methoxy-17-methylmorphinan-6-one). The solvent is C(C)O (ethanol). Reported procedure: A 2.0 g sample of 7,8-didehydro-3-methoxy-17-methylmorphinan-6-one (prepared as described by SAWA et al., Tetrahedron 20: 2247 [1964]) was dissolved in 300 ml of 95% ethanol and hydrogenated at 50 psi for 4 hours using 150 mg of 10% Pd/C catalyst. The solution was filtered and evaporated to yield a crystalline residue. The product was recrystallized from ethanol to give 760 mg of product, mp 187°-188.5° C. (lit. mp 188°-189° C.). Starting materials: Cc1cc(C=O)cc(C)c1O, CCO, CC(C)O, Cl, O, CCCc1sc(C(C)=O)cc1-c1ccccc1. Yields the product CCCc1sc(C(=O)CCc2cc(C)c(O)c(C)c2)cc1-c1ccccc1. As a reaction SMILES: [CH3:18][c:19]1[cH:20][c:21]([CH:22]=[O:23])[cH:24][c:25]([CH3:28])[c:26]1[OH:27].[CH3:29][CH2:30][OH:31].[CH:33]([OH:34])([CH3:35])[CH3:36].[ClH:32].[OH2:37].[c:1]1(-[c:7]2[cH:8][c:9]([C:15]([CH3:16])=[O:17])[s:10][c:11]2[CH2:12][CH2:13][CH3:14])[cH:2][cH:3][cH:4][cH:5][cH:6]1>>[c:1]1(-[c:7]2[cH:8][c:9]([C:15]([CH2:16][CH2:22][c:21]3[cH:20][c:19]([CH3:18])[c:26]([OH:27])[c:25]([CH3:28])[cH:24]3)=[O:17])[s:10][c:11]2[CH2:12][CH2:13][CH3:14])[cH:2][cH:3][cH:4][cH:5][cH:6]1. Starting materials: ClC=1N=CC2=CC=CC=C2C1 (3-Chloroisoquinoline), C([O-])([O-])=O.[Cs+].[Cs+] (caesium carbonate), NC1=CN=C(C(=N1)OCC(=O)OCC)C#N (ethyl 2-(6-amino-3-cyanopyrazin-2-yloxy)acetate), CC1(C2=CC=CC(=C2OC=2C(=CC=CC12)P(C1=CC=CC=C1)C1=CC=CC=C1)P(C1=CC=CC=C1)C1=CC=CC=C1)C (9,9-dimethyl-4,5-bis(diphenylphosphino)xanthene). Reagents/catalysts: C=1C=CC(=CC1)/C=C/C(=O)/C=C/C2=CC=CC=C2.C=1C=CC(=CC1)/C=C/C(=O)/C=C/C2=CC=CC=C2.C=1C=CC(=CC1)/C=C/C(=O)/C=C/C2=CC=CC=C2.[Pd].[Pd] (tris(dibenzylideneacetone)dipalladium). The solvent is C1(=CC=CC=C1)C (toluene), CN(C)C=O (DMF), CCOCC (ether). Run at temperature 100 celsius, time 15 minute. Yields the product C(#N)C=1C(=NC(=CN1)NC=1N=CC2=CC=CC=C2C1)OCC(=O)OCC (ethyl 2-(3-cyano-6-(isoquinolin-3-ylamino)pyrazin-2-yloxy)acetate). The yield is 25.0%. Reaction SMILES: CC1(C)C2C=CC=C(P(C3C=CC=CC=3)C3C=CC=CC=3)C=2OC2C1=CC=CC=2P(C1C=CC=CC=1)C1C=CC=CC=1.Cl[C:44]1[N:45]=[CH:46][C:47]2[C:52]([CH:53]=1)=[CH:51][CH:50]=[CH:49][CH:48]=2.C(=O)([O-])[O-].[Cs+].[Cs+].[NH2:60][C:61]1[N:66]=[C:65]([O:67][CH2:68][C:69]([O:71][CH2:72][CH3:73])=[O:70])[C:64]([C:74]#[N:75])=[N:63][CH:62]=1>C1(C)C=CC=CC=1.CN(C=O)C.C1C=CC(/C=C/C(/C=C/C2C=CC=CC=2)=O)=CC=1.C1C=CC(/C=C/C(/C=C/C2C=CC=CC=2)=O)=CC=1.C1C=CC(/C=C/C(/C=C/C2C=CC=CC=2)=O)=CC=1.[Pd].[Pd].CCOCC>[C:74]([C:64]1[C:65]([O:67][CH2:68][C:69]([O:71][CH2:72][CH3:73])=[O:70])=[N:66][C:61]([NH:60][C:44]2[N:45]=[CH:46][C:47]3[C:52]([CH:53]=2)=[CH:51][CH:50]=[CH:49][CH:48]=3)=[CH:62][N:63]=1)#[N:75] |f:2.3.4,8.9.10.11.12|. Procedure: A mixture of tris(dibenzylideneacetone)dipalladium (0) (39 mg, 0.043 mmol) and 9,9-dimethyl-4,5-bis(diphenylphosphino)xanthene (50 mg, 0.086 mmol) in toluene (1.5 mL) and DMF (1.5 mL) was degassed under a stream of nitrogen gas with stirring for 15 minutes. 3-Chloroisoquinoline (70 mg, 0.428 mmol), caesium carbonate (279 mg, 0.856 mmol) and ethyl 2-(6-amino-3-cyanopyrazin-2-yloxy)acetate (105 mg, 0.471 mmol) were added and the mixture was degassed for a further 5 minutes. The mixture was then he... Reactants: [BH4-].[Na+] (Sodium borohydride), C(C)O (ethanol), ClC1=CC(=C(C=C1)C=C(C(=O)OCC)C(=O)OCC)[N+](=O)[O-] (diethyl 2-[(4-chloro-2-nitrophenyl)methylidene]malonate). Run in O (water). Conditions: temperature 0 celsius, time 1 hour. Yields the product ClC1=CC=C2CC(C(NC2=C1)=O)C(=O)OCC (Ethyl 7-chloro-2-oxo-1,2,3,4-tetrahydro-3-quinolinecarboxylate). The yield is 53.6%. Reaction SMILES: [BH4-].[Na+].C(O)C.[Cl:6][C:7]1[CH:12]=[CH:11][C:10]([CH:13]=[C:14]([C:20]([O:22][CH2:23][CH3:24])=[O:21])[C:15](OCC)=[O:16])=[C:9]([N+:25]([O-])=O)[CH:8]=1>O>[Cl:6][C:7]1[CH:8]=[C:9]2[C:10]([CH2:13][CH:14]([C:20]([O:22][CH2:23][CH3:24])=[O:21])[C:15](=[O:16])[NH:25]2)=[CH:11][CH:12]=1 |f:0.1|. Procedure details: Sodium borohydride (2.082 g) was added to an ethanol (200 ml) solution of diethyl 2-[(4-chloro-2-nitrophenyl)methylidene]malonate(34.92 g). The reaction mixture was stirred at 0° C. for one hour, to which was added water, and the mixture was extracted with ethyl acetate. The organic layer was washed with a saturated aqueous sodium chloride solution, then dried and concentrated. Iron (26.70 g) was added to an aqueous acetic acid (300 ml) solution of the residue, which was heated under reflux. The... Starting materials: C(C)(C)(C)C=1C=C2\C(\C(NC(C2=CC1)=O)=O)=C/OC ((4E)-6-t-butyl-4-(methoxymethylene)isoquinoline-1,3(2H,4H)-dione), NCC1=NC=C(C(=C1)O)C1=CC=CC=C1 (2-aminomethyl-5-phenyl-pyridin-4-ol). The solvent is CN(C=O)C (N,N-dimethylformamide). Reaction conditions: time 2 hour. The product is C(C)(C)(C)C=1C=C2C(C(NC(C2=CC1)=O)=O)=CNCC1=NC=C(C(=C1)O)C1=CC=CC=C1 (6-tert-Butyl-4-{[(4-hydroxy-5-phenyl-pyridin-2-ylmethyl)-amino]-methylene}-4H-isoquinoline-1,3-dione). The yield is 66.8%. Reaction SMILES: [C:1]([C:5]1[CH:6]=[C:7]2[C:12](=[CH:13][CH:14]=1)[C:11](=[O:15])[NH:10][C:9](=[O:16])/[C:8]/2=[CH:17]/OC)([CH3:4])([CH3:3])[CH3:2].[NH2:20][CH2:21][C:22]1[CH:27]=[C:26]([OH:28])[C:25]([C:29]2[CH:34]=[CH:33][CH:32]=[CH:31][CH:30]=2)=[CH:24][N:23]=1>CN(C)C=O>[C:1]([C:5]1[CH:6]=[C:7]2[C:12](=[CH:13][CH:14]=1)[C:11](=[O:15])[NH:10][C:9](=[O:16])[C:8]2=[CH:17][NH:20][CH2:21][C:22]1[CH:27]=[C:26]([OH:28])[C:25]([C:29]2[CH:30]=[CH:31][CH:32]=[CH:33][CH:34]=2)=[CH:24][N:23]=1)([CH3:4])([CH3:3])[CH3:2]. Procedure details: An amount of 40.0 mg (0.154 mmol) of (4E)-6-t-butyl-4-(methoxymethylene)isoquinoline-1,3(2H,4H)-dione (based on a sample that is 39% pure by weight), is dissolved in N,N-dimethylformamide (3 mL), followed by the addition of 31 mg (0.154 mmol) of 2-aminomethyl-5-phenyl-pyridin-4-ol. All solids dissolved and after the mixture is stirred at room temperature for 2 hours, the solution is evaporated to dryness in vacuo, treated with acetonitrile, filtered and washed several times with fresh acetonitri... Conditions: time 8 hour. Starting materials: C1(CC1)N (cyclopropanamine), ice, ClC1=NC(=CC(=N1)Cl)COCC(F)(F)F (2,4-dichloro-6-((2,2,2-trifluoroethoxy)methyl)pyrimidine). Yield: 56.8%. Procedure details: A solution of cyclopropanamine (68 mg, 1.20 mmol) in MeOH (2 mL) was added dropwise to an ice-cold solution of 2,4-dichloro-6-((2,2,2-trifluoroethoxy)methyl)pyrimidine (104 mg, 0.40 mmol) in acetonitrile (2 mL). The mixture was stirred at rt overnight. The mixture was purified by preparative HPLC yielding to give the title compound (64 mg, 57%). Yields the product ClC1=NC(=CC(=N1)NC1CC1)COCC(F)(F)F (2-Chloro-N-cyclopropyl-6-((2,2,2-trifluoroethoxy)methyl)pyrimidin-4-amine). RXN SMILES: [CH:1]1([NH2:4])[CH2:3][CH2:2]1.[Cl:5][C:6]1[N:11]=[C:10](Cl)[CH:9]=[C:8]([CH2:13][O:14][CH2:15][C:16]([F:19])([F:18])[F:17])[N:7]=1>CO.C(#N)C>[Cl:5][C:6]1[N:11]=[C:10]([NH:4][CH:1]2[CH2:3][CH2:2]2)[CH:9]=[C:8]([CH2:13][O:14][CH2:15][C:16]([F:19])([F:17])[F:18])[N:7]=1. The solvent is CO (MeOH), C(C)#N (acetonitrile). Reactants: [N+](=O)(O)[O-] (nitric acid), ClC1=CC=C(C2=C1CC(O2)(C)C)C(=O)O (4-chloro-2,2-di-methyl-2,3-dihydro-7-benzofurancarboxylic acid). The solvent is S(O)(O)(=O)=O (sulfuric acid). Reaction conditions: temperature 5 celsius, time 10 minute. Yields the product ClC1=C(C=C(C2=C1CC(O2)(C)C)C(=O)O)[N+](=O)[O-] (4-chloro-5-nitro-2,2-dimethyl-2,3-dihydro-7-benzofurancarboxylic acid). Reaction SMILES: [N+:1]([O-:4])(O)=[O:2].[Cl:5][C:6]1[C:11]2[CH2:12][C:13]([CH3:16])([CH3:15])[O:14][C:10]=2[C:9]([C:17]([OH:19])=[O:18])=[CH:8][CH:7]=1>S(=O)(=O)(O)O>[Cl:5][C:6]1[C:11]2[CH2:12][C:13]([CH3:16])([CH3:15])[O:14][C:10]=2[C:9]([C:17]([OH:19])=[O:18])=[CH:8][C:7]=1[N+:1]([O-:4])=[O:2]. Procedure: To a mixture of 40 ml of nitric acid and 40 ml of sulfuric acid cooled to 5° C. by means of an external ice bath were added 10 g of 4-chloro-2,2-di-methyl-2,3-dihydro-7-benzofurancarboxylic acid over a period of 28 minutes. After stirring at 5° C. for 10 minutes, the mixture was added to ice with stirring. The resulting solid was collected by filtration and washed with water. After air drying, the residue was crystallized twice from ethyl acetate/hexane to provide 3.5 g of the desired subtitle i... The reactants are C([O-])([O-])=O.[K+].[K+] (Potassium carbonate), OC1=CC=C(C=C1)C[C@@H](C)NC(OC(C)(C)C)=O ((R)-2-(4-hydroxyphenyl)-1-methylethylcarbamic acid, t-butyl ester), BrCC(=O)OC (Methyl bromoacetate). Run in CC(=O)C (acetone). The product is C(C)(C)(C)OC(=O)N[C@@H](CC1=CC=C(OCC(=O)OC)C=C1)C ((R)-4-(2-t-Butoxycarbonylaminopropyl)phenoxyacetic acid, methyl ester). RXN SMILES: C(=O)([O-])[O-].[K+].[K+].[OH:7][C:8]1[CH:13]=[CH:12][C:11]([CH2:14][C@H:15]([NH:17][C:18](=[O:24])[O:19][C:20]([CH3:23])([CH3:22])[CH3:21])[CH3:16])=[CH:10][CH:9]=1.Br[CH2:26][C:27]([O:29][CH3:30])=[O:28]>CC(C)=O>[C:20]([O:19][C:18]([NH:17][C@H:15]([CH3:16])[CH2:14][C:11]1[CH:12]=[CH:13][C:8]([O:7][CH2:26][C:27]([O:29][CH3:30])=[O:28])=[CH:9][CH:10]=1)=[O:24])([CH3:23])([CH3:22])[CH3:21] |f:0.1.2|. Reported procedure: Potassium carbonate (1.95 g, 14.2 mMol) was added to a solution of (R)-2-(4-hydroxyphenyl)-1-methylethylcarbamic acid, t-butyl ester (2.96 g, 11.8 mMol) in acetone (50 ml) at room temperature under argon. Methyl bromoacetate (1.81 g, 11.8 mMol) was added dropwise and the reaction mixture was heated at reflux for 3 hours. The solvent was removed under reduced pressure and the residue was taken into ethyl acetate and washed with water (2×30 ml). The organic extracts were dried with sodium sulfate ... Starting materials: CCN=C=NCCCN(C)C, CN(C)c1ccc(C(=O)O)c2ccccc12, CC#N, Cl, NC(Cc1ccc(C(F)(F)F)cc1)C(O)c1ccc(F)cc1, O, On1nnc2ccccc21. Yields the product CN(C)c1ccc(C(=O)NC(Cc2ccc(C(F)(F)F)cc2)C(O)c2ccc(F)cc2)c2ccccc12. RXN SMILES: [CH2:40]([N:41]=[C:42]=[N:43][CH2:44][CH2:45][CH2:46][N:47]([CH3:48])[CH3:49])[CH3:50].[CH3:23][N:24]([c:25]1[cH:26][cH:27][c:28]([C:35](=[O:36])[OH:37])[c:29]2[cH:30][cH:31][cH:32][cH:33][c:34]12)[CH3:38].[CH3:61][C:62]#[N:63].[ClH:39].[F:1][c:2]1[cH:3][cH:4][c:5]([CH:8]([CH:9]([CH2:10][c:11]2[cH:12][cH:13][c:14]([C:17]([F:18])([F:19])[F:20])[cH:15][cH:16]2)[NH2:21])[OH:22])[cH:6][cH:7]1.[OH2:64].[OH:51][n:52]1[c:53]2[cH:54][cH:55][cH:56][cH:57][c:58]2[n:59][n:60]1>>[F:1][c:2]1[cH:3][cH:4][c:5]([CH:8]([CH:9]([CH2:10][c:11]2[cH:12][cH:13][c:14]([C:17]([F:18])([F:19])[F:20])[cH:15][cH:16]2)[NH:21][C:35]([c:28]2[cH:27][cH:26][c:25]([N:24]([CH3:23])[CH3:38])[c:34]3[c:29]2[cH:30][cH:31][cH:32][cH:33]3)=[O:36])[OH:22])[cH:6][cH:7]1.